This data is from the Open Reaction Database (ORD), a public repository of structured organic reaction records. The task is: describe an organic reaction: reactants, conditions, products, and yield The reactants are Cl (hydrochloric acid), C(C)O (ethanol), ClC1=CC=C(C=C1)S(=O)(=O)C(CCCNC(OC(C)(C)C)=O)C1=C(C=CC(=C1)F)F (t-butyl N-[4-[(4-chlorophenyl)sulfonyl]-4-(2,5-difluorophenyl)butyl]carbamate). Solvent: C(C)O.C(C)(=O)OCC (ethanol ethyl acetate). Reaction conditions: time 2 hour. Yields the product Cl.ClC1=CC=C(C=C1)S(=O)(=O)C(CCCN)C1=C(C=CC(=C1)F)F (4-[(4-Chlorophenyl)sulfonyl]-4-(2,5-difluorophenyl)butylamine Hydrochloride). Yield: 176.1%. RXN SMILES: Cl.C(O)C.[Cl:5][C:6]1[CH:11]=[CH:10][C:9]([S:12]([CH:15]([C:27]2[CH:32]=[C:31]([F:33])[CH:30]=[CH:29][C:28]=2[F:34])[CH2:16][CH2:17][CH2:18][NH:19]C(=O)OC(C)(C)C)(=[O:14])=[O:13])=[CH:8][CH:7]=1>C(O)C.C(OCC)(=O)C>[ClH:5].[Cl:5][C:6]1[CH:7]=[CH:8][C:9]([S:12]([CH:15]([C:27]2[CH:32]=[C:31]([F:33])[CH:30]=[CH:29][C:28]=2[F:34])[CH2:16][CH2:17][CH2:18][NH2:19])(=[O:14])=[O:13])=[CH:10][CH:11]=1 |f:3.4,5.6|. Procedure: Concentrated hydrochloric acid (2 ml) was added to an ethanol solution (2 ml) of t-butyl N-[4-[(4-chlorophenyl)sulfonyl]-4-(2,5-difluorophenyl)butyl]carbamate (104 mg, 0.226 mmol), followed by stirring at room temperature for 2 hours. The reaction mixture was then concentrated. The residue thus obtained was recrystallized from ethanol-ethyl acetate, whereby the title compound (78.9 mg, 0.199 mmol, 88%) was obtained as colorless needle crystals.